This data is from the Open Reaction Database (ORD), a public repository of structured organic reaction records. The task is: describe an organic reaction: reactants, conditions, products, and yield The reactants are CN1Cc2c(C(N)=O)ncn2-c2cccc(Br)c2C1=O, O=C(OC(=O)C(F)(F)F)C(F)(F)F, C1COCCO1, O, c1ccncc1. RXN SMILES: [Br:1][c:2]1[cH:3][cH:4][cH:5][c:6]2[c:7]1[C:8](=[O:20])[N:9]([CH3:19])[CH2:10][c:11]1[n:12]-2[cH:13][n:14][c:15]1[C:16](=[O:17])[NH2:18].[F:21][C:22]([F:23])([F:24])[C:25]([O:26][C:27](=[O:28])[C:29]([F:30])([F:31])[F:32])=[O:33].[O:35]1[CH2:36][CH2:37][O:38][CH2:39][CH2:40]1.[OH2:34].[cH:41]1[cH:42][cH:43][n:44][cH:45][cH:46]1>>[Br:1][c:2]1[cH:3][cH:4][cH:5][c:6]2[c:7]1[C:8](=[O:20])[N:9]([CH3:19])[CH2:10][c:11]1[n:12]-2[cH:13][n:14][c:15]1[C:16]#[N:18]. Product: CN1Cc2c(C#N)ncn2-c2cccc(Br)c2C1=O. Starting materials: BrC1=CC(=NC=C1)N[N+](=O)[O-] (4-bromo-2-nitraminopyridine), ClC1=CC(=NC=C1)N[N+](=O)[O-] (4-chloro-2-nitraminopyridine). The product is NC1=NC=CC(=C1O)Br (2-amino-4-bromo-3-pyridinol). As a reaction SMILES: [Br:1][C:2]1[CH:7]=[CH:6][N:5]=[C:4]([NH:8][N+]([O-])=O)[CH:3]=1.ClC1C=CN=C(N[N+]([O-])=[O:21])C=1>>[NH2:8][C:4]1[C:3]([OH:21])=[C:2]([Br:1])[CH:7]=[CH:6][N:5]=1. Procedure: By substituting 4-bromo-2-nitraminopyridine for the 4-chloro-2-nitraminopyridine in Example I-5, there is obtained 2-amino-4-bromo-3-pyridinol. The reactants are ClC=1C=C(C=C(C1OC1=CC(=C(C=C1)O[Si](C)(C)C(C)(C)C)C(C)C)Cl)[N+](=O)[O-] (3,5-Dichloro-4-(3'-isopropyl-4'-t-butyldimethylsiloxyphenoxy)-nitrobenzene). The reagents and catalysts are [Pt] (platinum on carbon). Run in C(C)O (ethanol). The product is ClC=1C=C(N)C=C(C1OC1=CC(=C(C=C1)O[Si](C)(C)C(C)(C)C)C(C)C)Cl (3,5-dichloro-4-(3'-isopropyl-4'-t-butyldimethylsiloxyphenoxy)-aniline). RXN SMILES: [Cl:1][C:2]1[CH:3]=[C:4]([N+:27]([O-])=O)[CH:5]=[C:6]([Cl:26])[C:7]=1[O:8][C:9]1[CH:14]=[CH:13][C:12]([O:15][Si:16]([C:19]([CH3:22])([CH3:21])[CH3:20])([CH3:18])[CH3:17])=[C:11]([CH:23]([CH3:25])[CH3:24])[CH:10]=1>[Pt].C(O)C>[Cl:26][C:6]1[CH:5]=[C:4]([CH:3]=[C:2]([Cl:1])[C:7]=1[O:8][C:9]1[CH:14]=[CH:13][C:12]([O:15][Si:16]([C:19]([CH3:20])([CH3:21])[CH3:22])([CH3:17])[CH3:18])=[C:11]([CH:23]([CH3:24])[CH3:25])[CH:10]=1)[NH2:27]. Procedure: 3,5-Dichloro-4-(3'-isopropyl-4'-t-butyldimethylsiloxyphenoxy)-nitrobenzene and 1.15 g of 10% platinum on carbon in 200 ml of ethanol is hydrogenated on a Parr shaker. Catalyst is removed by filtration through Celite and the filtrate stripped to afford 3,5-dichloro-4-(3'-isopropyl-4'-t-butyldimethylsiloxyphenoxy)-aniline. This is dissolved with 3.08 ml of ethyl bromoacetate and 3.43 g of diisopropylethylamine in 50 ml dimethylformamide and heated at 140° for 18 hours. Solvent is removed with high... Reactants: O=P(Cl)(Cl)Cl (POCl3), ClC=1C=NC=C(C1CC1=NNC(C2=CC(=CC=C12)OC)=O)Cl (4-(3,5-dichloro-pyridin-4-ylmethyl)-7-methoxy-2H-phthalazin-1-one). The solvent is C(C)#N (acetonitrile). The product is ClC1=NN=C(C2=CC=C(C=C12)OC)CC1=C(C=NC=C1Cl)Cl (4-Chloro-1-(3,5-dichloro-pyridin-4-ylmethyl)-6-methoxy-phthalazine). Isolated yield 110.6%. RXN SMILES: O=P(Cl)(Cl)[Cl:3].[Cl:6][C:7]1[CH:8]=[N:9][CH:10]=[C:11]([Cl:27])[C:12]=1[CH2:13][C:14]1[C:23]2[C:18](=[CH:19][C:20]([O:24][CH3:25])=[CH:21][CH:22]=2)[C:17](=O)[NH:16][N:15]=1>C(#N)C>[Cl:3][C:17]1[C:18]2[C:23](=[CH:22][CH:21]=[C:20]([O:24][CH3:25])[CH:19]=2)[C:14]([CH2:13][C:12]2[C:7]([Cl:6])=[CH:8][N:9]=[CH:10][C:11]=2[Cl:27])=[N:15][N:16]=1. Procedure details: POCl3 (22.2 ml, 230 mmoles) was added to a suspension of 4-(3,5-dichloro-pyridin-4-ylmethyl)-7-methoxy-2H-phthalazin-1-one (10 g, 25.5 mmoles), obtained as described in example 12, in acetonitrile (300 ml) and the mixture was heated under reflux. After 3 hours the solution was concentrated, taken up with CH2Cl2, with water, and the pH was brought to 7-8 with Na2CO3. The organic phases were decoloured with charcoal, dried and concentrated to give 10 g of the title compound (stoichiometric yield). Reactants: C(=O)(C(F)(F)F)O (TFA), BrC1=CC=C(C(=C1OCC1N(CC=C1)C(=O)OC(C)(C)C)C(=O)OC)N(C(=O)OC(C)(C)C)C(=O)OC(C)(C)C (tert-butyl 2-(6-bromo-3-[bis-(tert-butoxycarbonyl)amino]-2-methoxycarbonylphenoxymethyl)-2,5-dihydropyrrole-1-carboxylate), BrC1=CC=C(C(=C1OCC1N(CC=C1)C(=O)OC(C)(C)C)C(=O)OC)N(C(=O)OC(C)(C)C)C(=O)OC(C)(C)C (tert-butyl 2-(6-bromo-3-[bis-(tert-butoxycarbonyl)amino]-2-methoxycarbonylphenoxymethyl)-2,5-dihydropyrrole-1-carboxylate). The solvent is C(Cl)Cl (DCM). Run at time 3 hour. Yields the product NC1=CC=C(C(=C1C(=O)OC)OCC1NCC=C1)Br (methyl 6-amino-3-bromo-2-(2,5-dihydro-1H-pyrrol-2-ylmethoxy)-benzoate). Yield: 88.6%. RXN SMILES: C(O)(C(F)(F)F)=O.[Br:8][C:9]1[C:14]([O:15][CH2:16][CH:17]2[CH:21]=[CH:20][CH2:19][N:18]2C(OC(C)(C)C)=O)=[C:13]([C:29]([O:31][CH3:32])=[O:30])[C:12]([N:33](C(OC(C)(C)C)=O)C(OC(C)(C)C)=O)=[CH:11][CH:10]=1>C(Cl)Cl>[NH2:33][C:12]1[C:13]([C:29]([O:31][CH3:32])=[O:30])=[C:14]([O:15][CH2:16][CH:17]2[CH:21]=[CH:20][CH2:19][NH:18]2)[C:9]([Br:8])=[CH:10][CH:11]=1. Procedure: TFA (5 mL) was slowly added to a suspension of tert-butyl 2-(6-bromo-3-[bis-(tert-butoxycarbonyl)amino]-2-methoxycarbonylphenoxymethyl)-2,5-dihydropyrrole-1-carboxylate (Intermediate 19, 3.55 g) in DCM (5 mL). The resultant dark solution was stirred at room temperature for 3 hours. The volatiles were removed in vacuo and the residue was partitioned between ethyl acetate and saturated aqueous potassium carbonate solution. The layers were separated and the aqueous layer was extracted with more eth...